This data is from the Open Reaction Database (ORD), a public repository of structured organic reaction records. The task is: describe an organic reaction: reactants, conditions, products, and yield The reactants are N#CC1CC(F)CN1C(=O)CBr, NC12CCC(CO)(CC1)CC2. Product: N#CC1CC(F)CN1C(=O)CNC12CCC(CO)(CC1)CC2. Reaction SMILES: [Br:12][CH2:13][C:14](=[O:15])[N:16]1[CH:17]([C:22]#[N:23])[CH2:18][CH:19]([F:21])[CH2:20]1.[NH2:1][C:2]12[CH2:3][CH2:4][C:5]([CH2:10][OH:11])([CH2:6][CH2:7]1)[CH2:8][CH2:9]2>>[NH:1]([C:2]12[CH2:3][CH2:4][C:5]([CH2:10][OH:11])([CH2:6][CH2:7]1)[CH2:8][CH2:9]2)[CH2:13][C:14](=[O:15])[N:16]1[CH:17]([C:22]#[N:23])[CH2:18][CH:19]([F:21])[CH2:20]1.